Dataset: the Open Reaction Database (ORD), a public repository of structured organic reaction records. Task: describe an organic reaction: reactants, conditions, products, and yield Reactants: COCCOC, O=C(Cl)Cl, CSc1cccc(N)c1. Yields the product CSc1cccc(N=C=O)c1. Reaction SMILES: [CH2:14]([CH2:15][O:16][CH3:17])[O:18][CH3:19].[Cl:10][C:11]([Cl:12])=[O:13].[NH2:1][c:2]1[cH:3][c:4]([S:8][CH3:9])[cH:5][cH:6][cH:7]1>>[N:1]([c:2]1[cH:3][c:4]([S:8][CH3:9])[cH:5][cH:6][cH:7]1)=[C:11]=[O:13]. Starting materials: ClCCl, O, O=c1cc(O)ccn1CCc1ccc(CO)cc1, BrP(Br)Br. The product is O=c1cc(O)ccn1CCc1ccc(CBr)cc1. Reaction SMILES: [Cl:24][CH2:25][Cl:26].[OH2:23].[OH:1][c:2]1[cH:3][c:4](=[O:18])[n:5]([CH2:8][CH2:9][c:10]2[cH:11][cH:12][c:13]([CH2:16][OH:17])[cH:14][cH:15]2)[cH:6][cH:7]1.[P:19]([Br:20])([Br:21])[Br:22]>>[OH:1][c:2]1[cH:3][c:4](=[O:18])[n:5]([CH2:8][CH2:9][c:10]2[cH:11][cH:12][c:13]([CH2:16][Br:20])[cH:14][cH:15]2)[cH:6][cH:7]1.